This data is from the Open Reaction Database (ORD), a public repository of structured organic reaction records. The task is: describe an organic reaction: reactants, conditions, products, and yield Reactants: C1CCCCCC2=C(CCCC1)CCO2, OOC12CCCCCCCCCCC1CCO2. Yields the product O=C1CCCCCCCCCC=CCCO1. Reaction SMILES: [C:18]12=[C:22]([O:21][CH2:20][CH2:19]1)[CH2:23][CH2:24][CH2:25][CH2:26][CH2:27][CH2:28][CH2:29][CH2:30][CH2:31][CH2:32]2.[CH:1]12[CH2:2][CH2:3][CH2:4][CH2:5][CH2:6][CH2:7][CH2:8][CH2:9][CH2:10][CH2:11][C:12]1([O:16][OH:17])[O:13][CH2:14][CH2:15]2>>[CH:1]1=[CH:2][CH2:3][CH2:4][CH2:5][CH2:6][CH2:7][CH2:8][CH2:9][CH2:10][CH2:11][C:12](=[O:16])[O:13][CH2:14][CH2:15]1. Reactants: C(C1=CC=CC=C1)OC=1C(=NC(=NC1O)CC1=C(C=CC=C1)C1=C(C=CC=C1)Cl)C(=O)O (5-Benzyloxy-2-(2′-chloro-biphenyl-2-ylmethyl)-6-hydroxypyrimidine-4-carboxylic acid), [Si](C)(C)(C(C)(C)C)OCCNC ([2-(tert-butyl-dimethylsilanyloxy)-ethyl]-methyl-amine), [Si](C)(C)(C(C)(C)C)OCCN(C(=O)C1=NC(=NC(=C1OCC1=CC=CC=C1)O)CC1=C(C=CC=C1)C1=CC=CC=C1)C (5-benzyloxy-2-biphenyl-2-ylmethyl-6-hydroxypyrimidine-4-carboxylic acid [2-(tert-butyl-dimethylsilanyloxy)-ethyl]methyl-amide). Product: [Si](C)(C)(C(C)(C)C)OCCN(C(=O)C1=NC(=NC(=C1OCC1=CC=CC=C1)O)CC1=C(C=CC=C1)C1=C(C=CC=C1)Cl)C (5-Benzyloxy-2-(2′-chloro-biphenyl-2-ylmethyl)-6-hydroxypyrimidine-4-carboxylic acid [2-(tert-butyl-dimethylsilanyloxy)-ethyl]-methyl-amide). Isolated yield 48.1%. RXN SMILES: [CH2:1]([O:8][C:9]1[C:10]([C:30](O)=[O:31])=[N:11][C:12]([CH2:16][C:17]2[CH:22]=[CH:21][CH:20]=[CH:19][C:18]=2[C:23]2[CH:28]=[CH:27][CH:26]=[CH:25][C:24]=2[Cl:29])=[N:13][C:14]=1[OH:15])[C:2]1[CH:7]=[CH:6][CH:5]=[CH:4][CH:3]=1.[Si:33]([O:40][CH2:41][CH2:42][NH:43][CH3:44])([C:36]([CH3:39])([CH3:38])[CH3:37])([CH3:35])[CH3:34].[Si](OCCN(C)C(C1C(OCC2C=CC=CC=2)=C(O)N=C(CC2C=CC=CC=2C2C=CC=CC=2)N=1)=O)(C(C)(C)C)(C)C>>[Si:33]([O:40][CH2:41][CH2:42][N:43]([CH3:44])[C:30]([C:10]1[C:9]([O:8][CH2:1][C:2]2[CH:7]=[CH:6][CH:5]=[CH:4][CH:3]=2)=[C:14]([OH:15])[N:13]=[C:12]([CH2:16][C:17]2[CH:22]=[CH:21][CH:20]=[CH:19][C:18]=2[C:23]2[CH:28]=[CH:27][CH:26]=[CH:25][C:24]=2[Cl:29])[N:11]=1)=[O:31])([C:36]([CH3:39])([CH3:38])[CH3:37])([CH3:34])[CH3:35]. Procedure: 5-Benzyloxy-2-(2′-chloro-biphenyl-2-ylmethyl)-6-hydroxypyrimidine-4-carboxylic acid [2-(tert-butyl-dimethylsilanyloxy)-ethyl]-methyl-amide (9-02) (2 g, 48.09%) was synthesized as a yellow liquid from 5-benzyloxy-2-(2′-chloro-biphenyl-2-ylmethyl)-6-hydroxypyrimidine-4-carboxylic acid (7-02) (3 g, 6.72 mmol) and [2-(tert-butyl-dimethylsilanyloxy)-ethyl]-methyl-amine (8-a) (1.39 g, 7.399 mmol) following the procedure as described for 5-benzyloxy-2-biphenyl-2-ylmethyl-6-hydroxypyrimidine-4-carboxyli...